From a dataset of the Open Reaction Database (ORD), a public repository of structured organic reaction records. describe an organic reaction: reactants, conditions, products, and yield The reactants are CNC(=O)C(Cc1ccc2ccccc2c1)N1CCN(C(=O)C(Cc2ccc(F)cc2)NC(=O)C(C)(C)NC(=O)OC(C)(C)C)C(CC2CC2)C1=O, COc1ccccc1, ClCCl, O=C(O)C(F)(F)F. Yields the product O=C(O)C(F)(F)F, CNC(=O)C(Cc1ccc2ccccc2c1)N1CCN(C(=O)C(Cc2ccc(F)cc2)NC(=O)C(C)(C)N)C(CC2CC2)C1=O. RXN SMILES: [C:1]([O:2][C:3](=[O:4])[NH:7][C:8]([CH3:9])([CH3:10])[C:11]([NH:12][CH:13]([C:14](=[O:15])[N:16]1[CH:17]([CH2:39][CH:40]2[CH2:41][CH2:42]2)[C:18](=[O:38])[N:19]([CH:22]([CH2:23][c:24]2[cH:25][c:26]3[cH:27][cH:28][cH:29][cH:30][c:31]3[cH:32][cH:33]2)[C:34]([NH:35][CH3:36])=[O:37])[CH2:20][CH2:21]1)[CH2:43][c:44]1[cH:45][cH:46][c:47]([F:50])[cH:48][cH:49]1)=[O:51])([CH3:5])([CH3:6])[CH3:52].[CH3:60][O:61][c:62]1[cH:63][cH:64][cH:65][cH:66][cH:67]1.[Cl:68][CH2:69][Cl:70].[F:53][C:54]([C:55](=[O:56])[OH:57])([F:58])[F:59]>>[F:53][C:54]([C:55](=[O:56])[OH:57])([F:58])[F:59].[NH2:7][C:8]([CH3:9])([CH3:10])[C:11]([NH:12][CH:13]([C:14](=[O:15])[N:16]1[CH:17]([CH2:39][CH:40]2[CH2:41][CH2:42]2)[C:18](=[O:38])[N:19]([CH:22]([CH2:23][c:24]2[cH:25][c:26]3[cH:27][cH:28][cH:29][cH:30][c:31]3[cH:32][cH:33]2)[C:34]([NH:35][CH3:36])=[O:37])[CH2:20][CH2:21]1)[CH2:43][c:44]1[cH:45][cH:46][c:47]([F:50])[cH:48][cH:49]1)=[O:51].